Dataset: the Open Reaction Database (ORD), a public repository of structured organic reaction records. Task: describe an organic reaction: reactants, conditions, products, and yield The product is FC1=CC=C(C=C1)N1N=CC(=C(C1=O)CC1=CC=C(C=C1)F)C1=CC=C(C=C1)S(=O)(=O)C (2-(4-Fluorophenyl)-4-(4-fluorobenzyl)-5-[4-(methylsulfonyl)phenyl]-3(2H)-pyridazinone). As a reaction SMILES: [F:1][C:2]1[CH:7]=[CH:6][C:5]([CH2:8][C:9]2[C:10](=[O:25])[NH:11][N:12]=[CH:13][C:14]=2[C:15]2[CH:20]=[CH:19][C:18]([S:21]([CH3:24])(=[O:23])=[O:22])=[CH:17][CH:16]=2)=[CH:4][CH:3]=1.I[C:27]1[CH:32]=[CH:31][C:30]([F:33])=[CH:29][CH:28]=1.N>>[F:33][C:30]1[CH:31]=[CH:32][C:27]([N:11]2[C:10](=[O:25])[C:9]([CH2:8][C:5]3[CH:6]=[CH:7][C:2]([F:1])=[CH:3][CH:4]=3)=[C:14]([C:15]3[CH:20]=[CH:19][C:18]([S:21]([CH3:24])(=[O:23])=[O:22])=[CH:17][CH:16]=3)[CH:13]=[N:12]2)=[CH:28][CH:29]=1. Reported procedure: The title compound was prepared according to the method of Example 62, starting with 4-(4-fluorophenylmethyl)-5-[4-(methylsulfonyl)phenyl]-3(2H)-pyridazinone and reacting with 1-iodo-4-fluorobenzene (yield: 0.0881 g, 78%). mp 175-177° C. 1H NMR (300 MHz, DMSO d6) δ 3.27-3.36 (3H, obstructed by H2O), 3.88 (bs, 2H), 6.98-7.09 (m, 4H), 7.34 (m, 2H), 7.65 (m, 2H), 7.71 (m, 2H), 8.06 (m, 3H). MS (DCI/NH3) m/z 453 (M+H)+, 470 (M+NH4)+. Anal. calc. for C24H18F2N2O3S: C, 63.71; H, 4.01; N, 6.19. Found: ... The reactants are FC1=CC=C(C=C1)CC=1C(NN=CC1C1=CC=C(C=C1)S(=O)(=O)C)=O (4-(4-fluorophenylmethyl)-5-[4-(methylsulfonyl)phenyl]-3(2H)-pyridazinone), IC1=CC=C(C=C1)F (1-iodo-4-fluorobenzene), N (NH3). The reactants are CC1=CC=C(C=C1)S(=O)(=O)[O-].C(C1=CC=CC=C1)[N+]12CCCC(CC1)(C2)O (1-benzyl-5-hydroxy-1-azoniabicyclo[3.2.1]octane 4-methylbenzenesulfonate), [OH-].[Na+] (NaOH), C(=O)[O-].[NH4+] (ammonium formate). Reagents/catalysts: [Pd].[C] (Pd Carbon). Solvent: CCO (EtOH). Product: N12CCCC(CC1)(C2)O (1-azabicyclo[3.2.1]octan-5-ol). Yield: 68.9%. As a reaction SMILES: CC1C=CC(S([O-])(=O)=O)=CC=1.C([N+:19]12[CH2:26][C:23]([OH:27])([CH2:24][CH2:25]1)[CH2:22][CH2:21][CH2:20]2)C1C=CC=CC=1.C([O-])=O.[NH4+].[OH-].[Na+]>[Pd].[C].CCO>[N:19]12[CH2:26][C:23]([OH:27])([CH2:24][CH2:25]1)[CH2:22][CH2:21][CH2:20]2 |f:0.1,2.3,4.5,6.7|. Procedure details: To 1-benzyl-5-hydroxy-1-azoniabicyclo[3.2.1]octane 4-methylbenzenesulfonate (800 mg) that had been synthesized by the method as described in Published Japanese Patent Application No. 63-290878 was added a mixture of EtOH (8 mL), 10% Pd/Carbon with a 50% hydration (200 mg), and ammonium formate (500 mg), followed by heating under reflux. The reaction mixture was alkalified with addition of a 1 M aqueous NaOH solution, and extracted with a mixed solvent (CHCl3:MeOH=9:1). The organic layer was drie... Starting materials: CCN(C(=O)n1nnc2cc(C)ccc21)c1ccccc1, Cc1ccc2[nH]nnc2c1, CO, O=C(Cl)NN1CCOCC1. Yields the product Cc1ccc2c(c1)nnn2C(=O)N1CCOCC1. As a reaction SMILES: [CH2:21]([N:22]([c:23]1[cH:36][cH:37][cH:38][cH:39][cH:40]1)[C:24](=[O:25])[n:26]1[n:27][n:28][c:29]2[c:30]1[cH:31][cH:32][c:33]([CH3:35])[cH:34]2)[CH3:41].[CH3:1][c:2]1[cH:3][cH:4][c:5]2[nH:6][n:7][n:8][c:9]2[cH:10]1.[CH3:42][OH:43].[O:11]1[CH2:12][CH2:13][N:14]([NH:17][C:18]([Cl:19])=[O:20])[CH2:15][CH2:16]1>>[O:11]1[CH2:12][CH2:13][N:14]([C:24](=[O:25])[n:26]2[n:27][n:28][c:29]3[c:30]2[cH:31][cH:32][c:33]([CH3:35])[cH:34]3)[CH2:15][CH2:16]1.